This data is from the Open Reaction Database (ORD), a public repository of structured organic reaction records. The task is: describe an organic reaction: reactants, conditions, products, and yield Reaction SMILES: [CH2:1]1[NH:2][CH2:3][CH2:4][CH2:5][c:6]2[c:7]1[cH:8][cH:9][c:10]([O:12][c:13]1[n:14][cH:15][c:16]([C:17](=[O:18])[NH2:19])[cH:20][cH:21]1)[cH:11]2.[CH2:28]([CH2:29][CH:30]([CH3:31])[CH3:32])[Br:33].[K+:22].[K+:23].[O-:24][C:25]([O-:26])=[O:27].[O:34]=[CH:35][N:36]([CH3:37])[CH3:38]>>[CH2:1]1[N:2]([CH2:28][CH2:29][CH:30]([CH3:31])[CH3:32])[CH2:3][CH2:4][CH2:5][c:6]2[c:7]1[cH:8][cH:9][c:10]([O:12][c:13]1[n:14][cH:15][c:16]([C:17](=[O:18])[NH2:19])[cH:20][cH:21]1)[cH:11]2. The product is CC(C)CCN1CCCc2cc(Oc3ccc(C(N)=O)cn3)ccc2C1. The reactants are NC(=O)c1ccc(Oc2ccc3c(c2)CCCNC3)nc1, CC(C)CCBr, [K+], [K+], O=C([O-])[O-], CN(C)C=O. Reactants: ClC1=C(C=CC=C1)C1=CC=CC(=N1)C (6-(2-chlorophenyl)-2-methylpyridine), [Se](=O)=O (selenium dioxide). Solvent: O1CCOCC1 (dioxane). Reaction conditions: time 4 day. The product is ClC1=C(C=CC=C1)C1=CC=CC(=N1)C=O (6-(2-chlorophenyl)-2-pyridinecarboxaldehyde). The yield is 90.6%. Reaction SMILES: [Cl:1][C:2]1[CH:7]=[CH:6][CH:5]=[CH:4][C:3]=1[C:8]1[N:13]=[C:12]([CH3:14])[CH:11]=[CH:10][CH:9]=1.[Se](=O)=[O:16]>O1CCOCC1>[Cl:1][C:2]1[CH:7]=[CH:6][CH:5]=[CH:4][C:3]=1[C:8]1[N:13]=[C:12]([CH:14]=[O:16])[CH:11]=[CH:10][CH:9]=1. Procedure details: 4.2 g of 6-(2-chlorophenyl)-2-methylpyridine was dissolved in 100 ml dioxane, 1.8 g of selenium dioxide (Aldrich, Gold Label) was added and the mixture was refluxed for 16 hours. The solution was decanted, fresh selenium dioxide (1.8 g) was added and refluxing was continued for a further 4 days. The solids were filtered and 250 ml ether was added. The organic solution was washed five times with 50 ml H2O, dried over magnesium sulfate. Evaporation afforded an oil which was filtered through silica... Starting materials: C(=O)(OC(C)(C)C)OC(=O)OC(C)(C)C (di-tert-butyl dicarbonate), COC=1C=C2C(=NC=NC2=CC1OC)N1CCNCC1 (6,7-dimethoxy-4-piperazinylquinazoline), C(C)(C)C=1C=C(N)C=CC1 (3-isopropylaniline). The reagents and catalysts are CN(C)C1=CC=NC=C1 (4-(N,N-dimethylamino)pyridine). The solvent is ClCCl (dichloromethane). Run at time 5 minute. The product is COC=1C=C2C(=NC=NC2=CC1OC)N1CCN(CC1)C(=O)NC1=CC(=CC=C1)C(C)C (4-(6,7-Dimethoxy-4-quinazolinyl)-N-(3-isopropylphenyl)-1-piperazinecarboxamide). Yield: 63.0%. Reaction SMILES: [C:1](OC(OC(C)(C)C)=O)(OC(C)(C)C)=[O:2].[CH:16]([C:19]1[CH:20]=[C:21]([CH:23]=[CH:24][CH:25]=1)[NH2:22])([CH3:18])[CH3:17].[CH3:26][O:27][C:28]1[CH:29]=[C:30]2[C:35](=[CH:36][C:37]=1[O:38][CH3:39])[N:34]=[CH:33][N:32]=[C:31]2[N:40]1[CH2:45][CH2:44][NH:43][CH2:42][CH2:41]1>ClCCl.CN(C1C=CN=CC=1)C>[CH3:26][O:27][C:28]1[CH:29]=[C:30]2[C:35](=[CH:36][C:37]=1[O:38][CH3:39])[N:34]=[CH:33][N:32]=[C:31]2[N:40]1[CH2:41][CH2:42][N:43]([C:1]([NH:22][C:21]2[CH:23]=[CH:24][CH:25]=[C:19]([CH:16]([CH3:18])[CH3:17])[CH:20]=2)=[O:2])[CH2:44][CH2:45]1. Procedure details: To a solution of 2.05 g (9.39 mmol) of di-tert-butyl dicarbonate in 30 ml of dichloromethane was added 108 mg (0.88 mmol) of 4-(N,N-dimethylamino)pyridine. After the mixture was stirred at room temperature for 5 minutes, 1.26 ml (8.95 mmol) of 3-isopropylaniline was added thereto, followed by further stirring at room temperature for 30 minutes. To the reaction mixture was added 548 mg (2.00 mmol) of 6,7-dimethoxy-4-piperazinylquinazoline obtained by the method described in South African Patent N... The reactants are COCCN1CCC2=C(CC1)C=C(C=C2)N (3-(2-methoxy-ethyl)-2,3,4,5-tetrahydro-1H-benzo[d]azepin-7-ylamine), ClC1=C(C=CC=C1)NC1=NC(=NC=C1Cl)Cl ((2-chloro-phenyl)-(2,5-dichloro-pyrimidin-4-yl)-amine). Yields the product ClC=1C(=NC(=NC1)NC1=CC2=C(CCN(CC2)CCOC)C=C1)NC1=C(C=CC=C1)Cl (5-Chloro-N(4)-(2-chloro-phenyl)-N(2)-[3-(2-methoxy-ethyl)-2,3,4,5-tetrahydro-1H-benzo[d]azepin-7-yl]-pyrimidine-2,4-diamine), foam. Isolated yield 52.0%. As a reaction SMILES: [CH3:1][O:2][CH2:3][CH2:4][N:5]1[CH2:11][CH2:10][C:9]2[CH:12]=[C:13]([NH2:16])[CH:14]=[CH:15][C:8]=2[CH2:7][CH2:6]1.[Cl:17][C:18]1[CH:23]=[CH:22][CH:21]=[CH:20][C:19]=1[NH:24][C:25]1[C:30]([Cl:31])=[CH:29][N:28]=[C:27](Cl)[N:26]=1>>[Cl:31][C:30]1[C:25]([NH:24][C:19]2[CH:20]=[CH:21][CH:22]=[CH:23][C:18]=2[Cl:17])=[N:26][C:27]([NH:16][C:13]2[CH:14]=[CH:15][C:8]3[CH2:7][CH2:6][N:5]([CH2:4][CH2:3][O:2][CH3:1])[CH2:11][CH2:10][C:9]=3[CH:12]=2)=[N:28][CH:29]=1. Procedure: 5-Chloro-N(4)-(2-chloro-phenyl)-N(2)-[3-(2-methoxy-ethyl)-2,3,4,5-tetrahydro-1H-benzo[d]azepin-7-yl]-pyrimidine-2,4-diamine was prepared from 3-(2-methoxy-ethyl)-2,3,4,5-tetrahydro-1H-benzo[d]azepin-7-ylamine and (2-chloro-phenyl)-(2,5-dichloro-pyrimidin-4-yl)-amine in an analogous manner to Example 308c. Product isolated as a pale yellow foam (109 mg, 52%). m.p.=85-92° C.; LCMS (m/e) 458 (M+H); 1H-NMR (CDCl3, 400 MHz) δ 8.47 (d, 1H, J=8.3 Hz), 8.12 (s, 1H), 7.73 (s, 1H), 7.45 (d, 1H, J=8.0 Hz),... Reactants: FC1=C2C=CC=C(C2=CC=C1)CC(=O)OCC (ethyl (5-fluoronaphthalen-1-yl)acetate), [OH-].[Na+] (sodium hydroxide). Run in C(C)O (ethanol). Reaction conditions: time 2 hour. The product is FC1=C2C=CC=C(C2=CC=C1)CC(=O)O ((5-fluoronaphthalen-1-yl)acetic acid). The yield is 82.8%. RXN SMILES: [F:1][C:2]1[CH:11]=[CH:10][CH:9]=[C:8]2[C:3]=1[CH:4]=[CH:5][CH:6]=[C:7]2[CH2:12][C:13]([O:15]CC)=[O:14].[OH-].[Na+]>C(O)C>[F:1][C:2]1[CH:11]=[CH:10][CH:9]=[C:8]2[C:3]=1[CH:4]=[CH:5][CH:6]=[C:7]2[CH2:12][C:13]([OH:15])=[O:14] |f:1.2|. Procedure: To a solution of ethyl (5-fluoronaphthalen-1-yl)acetate (5.96 g) in ethanol (50 mL) was added 1N sodium hydroxide (50 mL), and the mixture was stirred at room temperature for 2 hr. The reaction mixture was concentrated under reduced pressure, the obtained residue was poured into water, and the mixture was washed with ethyl acetate. The aqueous layer was acidified with 1N hydrochloric acid, and extracted with chloroform, and the extract was washed with water and saturated brine, dried is over mag... The reactants are N#CCCCCCBr, O=C([O-])[O-], Clc1nsnc1-c1cccnc1, [K+], [K+], [Na], CN(C)C=O, O, O, S. The product is N#CCCCCCSc1nsnc1-c1cccnc1. Reaction SMILES: [Br:22][CH2:23][CH2:24][CH2:25][CH2:26][CH2:27][C:28]#[N:29].[C:16](=[O:17])([O-:18])[O-:19].[Cl:4][c:5]1[n:6][s:7][n:8][c:9]1-[c:10]1[cH:11][n:12][cH:13][cH:14][cH:15]1.[K+:20].[K+:21].[Na:3].[O:30]=[CH:31][N:32]([CH3:33])[CH3:34].[OH2:1].[OH2:35].[SH2:2]>>[S:2]([c:5]1[n:6][s:7][n:8][c:9]1-[c:10]1[cH:11][n:12][cH:13][cH:14][cH:15]1)[CH2:23][CH2:24][CH2:25][CH2:26][CH2:27][C:28]#[N:29]. Reactants: C(CCC)[Li] (n-Butyllithium), BrC1=CC(=CC=2N=C(OC21)C2=CC=C(C=C2)OC)OC (7-bromo-5-methoxy-2-(4-methoxyphenyl)-1,3-benzoxazole), ICC (Iodoethane). The solvent is C1CCOC1 (THF). Reaction conditions: time 0.5 hour. Product: C(C)C1=CC(=CC=2N=C(OC21)C2=CC=C(C=C2)OC)OC (7-Ethyl-5-methoxy-2-(4-methoxyphenyl)-1,3-benzoxazole). Yield: 90.6%. RXN SMILES: [CH2:1]([Li])[CH2:2][CH2:3][CH3:4].BrC1C2[O:14][C:13]([C:16]3[CH:21]=[CH:20][C:19]([O:22][CH3:23])=[CH:18][CH:17]=3)=[N:12][C:11]=2[CH:10]=[C:9]([O:24][CH3:25])[CH:8]=1.ICC>C1COCC1>[CH2:3]([C:2]1[C:1]2[O:14][C:13]([C:16]3[CH:17]=[CH:18][C:19]([O:22][CH3:23])=[CH:20][CH:21]=3)=[N:12][C:11]=2[CH:10]=[C:9]([O:24][CH3:25])[CH:8]=1)[CH3:4]. Procedure details: n-Butyllithium (2.5 N, 0.43 mL, 1.08 mmol) was added dropwise into a cold (−78° C.) mixture of 7-bromo-5-methoxy-2-(4-methoxyphenyl)-1,3-benzoxazole (300 mg, 0.90 mmol) and THF (2 mL). The mixture was allowed to stir for 0.5 h. Iodoethane (0.14 mL, 1.8 mmol) was added dropwise into the mixture. The reaction mixture was allowed to warm to room temperature and stirred for 2 h. The reaction was quenched with aqueous ammonium chloride, poured into water, and extracted with EtOAc. The organic extract... Starting materials: C(CCC)N(C(N(CCCC)CCCC)=NCCCC)CCCC (penta-n-butylguanidine), BrCCCC (1-bromobutane). Run in C(C(C)C)#N (isobutyronitrile). Product: [Br-].C(CCC)N(C(=[N+](CCCC)CCCC)N(CCCC)CCCC)CCCC (N,N,N′,N′,N″,N″-hexa-n-butylguanidinium bromide). RXN SMILES: [CH2:1]([N:5]([CH2:21][CH2:22][CH2:23][CH3:24])[C:6](=[N:16][CH2:17][CH2:18][CH2:19][CH3:20])[N:7]([CH2:12][CH2:13][CH2:14][CH3:15])[CH2:8][CH2:9][CH2:10][CH3:11])[CH2:2][CH2:3][CH3:4].[Br:25][CH2:26][CH2:27][CH2:28][CH3:29]>C(#N)C(C)C>[Br-:25].[CH2:21]([N:5]([CH2:1][CH2:2][CH2:3][CH3:4])[C:6]([N:16]([CH2:26][CH2:27][CH2:28][CH3:29])[CH2:17][CH2:18][CH2:19][CH3:20])=[N+:7]([CH2:8][CH2:9][CH2:10][CH3:11])[CH2:12][CH2:13][CH2:14][CH3:15])[CH2:22][CH2:23][CH3:24] |f:3.4|. Reported procedure: A mixture of 1.7 grams (5 mmol) of penta-n-butylguanidine (made as described earlier), 0.686 grams (5 mmol) of 1-bromobutane and 10 ml of isobutyronitrile was heated under reflux for 20 hours. Upon vacuum stripping, a pale yellow oil was obtained which crystallized to a pale brown solid upon standing. Upon recrystallization from a mixture of hexane and ethyl acetate, the desired N,N,N′,N′,N″,N″-hexa-n-butylguanidinium bromide was obtained as a white solid. The reactants are P(Cl)(Cl)(Cl)(Cl)Cl (Phosphorous pentachloride), C(C1=CC=CC=C1)C1=CC=C(S1)S(=O)(=O)O (5-benzylthiophene-2-sulfonic acid), P(=O)(Cl)(Cl)Cl (phosphorous oxychloride), ice. Run at time 1 hour. The product is C(C1=CC=CC=C1)C=1SC(=CC1)S(=O)(=O)Cl (2-benzylthiophene-5-sulfonyl chloride). The yield is 39.0%. As a reaction SMILES: P(Cl)(Cl)(Cl)(Cl)Cl.[CH2:7]([C:14]1[S:18][C:17]([S:19]([OH:22])(=O)=[O:20])=[CH:16][CH:15]=1)[C:8]1[CH:13]=[CH:12][CH:11]=[CH:10][CH:9]=1.P(Cl)(Cl)([Cl:25])=O>>[CH2:7]([C:14]1[S:18][C:17]([S:19]([Cl:25])(=[O:22])=[O:20])=[CH:16][CH:15]=1)[C:8]1[CH:13]=[CH:12][CH:11]=[CH:10][CH:9]=1. Procedure details: Phosphorous pentachloride (2.08 g, 40 mmol) was added to a solution of 5-benzylthiophene-2-sulfonic acid in phosphorous oxychloride (6.0 g, 40 mmol) at 0° C. The reaction mixture was kept at 50° C. for 1 h, cooled to room temperature, then poured onto crushed ice (50 g) and extracted with ethyl acetate (2×30 ml). Removal of the solvent under reduced pressure gave a crude product, which was purified by column chromatography using 3% ethyl acetate in hexane to give 2-benzylthiophene-5-sulfonyl chl... Starting materials: P(=O)(Cl)(Cl)Cl (Phosphorus oxychloride), N1C=CC2=CC=CN=C12 (7-azaindole), C([O-])(O)=O.[Na+] (sodium bicarbonate). Run in CN(C)C=O (DMF), CN(C)C=O (DMF). Conditions: temperature 5 celsius. The product is N1C=C(C2=CC=CN=C12)C=O (7-Azaindole-3-carboxaldehyde). As a reaction SMILES: P(Cl)(Cl)(Cl)=O.[NH:6]1[C:14]2[C:9](=[CH:10][CH:11]=[CH:12][N:13]=2)[CH:8]=[CH:7]1.[C:15](=O)(O)[O-:16].[Na+]>CN(C=O)C>[NH:6]1[C:14]2[C:9](=[CH:10][CH:11]=[CH:12][N:13]=2)[C:8]([CH:15]=[O:16])=[CH:7]1 |f:2.3|. Procedure details: Phosphorus oxychloride (36.5 mL) was added dropwise to cooled solution of DMF (40 mL) while maintaining the temperature below 10° C. The resulting solution was further cooled to 5° C. and a solution of 7-azaindole in DMF (40 mL) was added slowly over 30-40 min, maintaining the temperature below 25° C. The mixture was heated at 95° C. for 48 h then cooled to 35° C. and added cautiously with stirring over an hour to a cooled solution of saturated aqueous sodium bicarbonate solution (800 mL). The m...